Dataset: the Open Reaction Database (ORD), a public repository of structured organic reaction records. Task: describe an organic reaction: reactants, conditions, products, and yield Starting materials: C1(=CC=CC=C1)C(N1CCN(CC1)CC=1C=C(C(=CC1)NC)N)C1=CC=CC=C1 (4-[4-(diphenylmethyl)-1-piperazinylmethyl]-N1 -methyl-1,2-benzenediamine), ClC1=CC=C(C=O)C=C1 (4-chlorobenzaldehyde), [N+](=O)([O-])C1=CC=CC=C1 (nitrobenzene), Cl (hydrochloric acid). Solvent: O (water). Run at temperature 120 celsius, time 1.5 hour. Product: ClC1=CC=C(C=C1)C1=NC2=C(N1C)C=CC(=C2)CN2CCN(CC2)C(C2=CC=CC=C2)C2=CC=CC=C2 (2-(4-chlorophenyl)-5-[4-(diphenylmethyl)-1-piperazinylmethyl]- 1-methyl-1H-benzimidazole). Reaction SMILES: [C:1]1([CH:7]([C:24]2[CH:29]=[CH:28][CH:27]=[CH:26][CH:25]=2)[N:8]2[CH2:13][CH2:12][N:11]([CH2:14][C:15]3[CH:16]=[C:17]([NH2:23])[C:18]([NH:21][CH3:22])=[CH:19][CH:20]=3)[CH2:10][CH2:9]2)[CH:6]=[CH:5][CH:4]=[CH:3][CH:2]=1.[Cl:30][C:31]1[CH:38]=[CH:37][C:34]([CH:35]=O)=[CH:33][CH:32]=1.[N+](C1C=CC=CC=1)([O-])=O.Cl>O>[Cl:30][C:31]1[CH:38]=[CH:37][C:34]([C:35]2[N:21]([CH3:22])[C:18]3[CH:19]=[CH:20][C:15]([CH2:14][N:11]4[CH2:12][CH2:13][N:8]([CH:7]([C:1]5[CH:6]=[CH:5][CH:4]=[CH:3][CH:2]=5)[C:24]5[CH:29]=[CH:28][CH:27]=[CH:26][CH:25]=5)[CH2:9][CH2:10]4)=[CH:16][C:17]=3[N:23]=2)=[CH:33][CH:32]=1. Procedure: A mixture of 3.9 parts of 4-[4-(diphenylmethyl)-1-piperazinylmethyl]-N1 -methyl-1,2-benzenediamine, 2.5 parts of 4-chlorobenzaldehyde and 18 parts of nitrobenzene is stirred in an oil-bath first for 1 hour at 50° C. and further for 1.50 hours at 120° C. The reaction mixture is cooled and allowed to stand overnight at room temperature. About 100 parts of water are added and the whole is acidified with a hydrochloric acid solution 10 N. The product is extracted with 2,2'-oxybispropane. The aqueous... Reactants: Cl (hydrogen chloride), [Mg] (magnesium), O1CCCC1 (tetrahydrofuran), [Cl-].[NH4+] (ammonium chloride), O1CCCC1 (tetrahydrofuran), CN1CCC(CC1)Cl (N-methyl-4-chloropiperidine), FC1=C(C#N)C=CC=C1 (2-fluorobenzonitrile), O1CCCC1 (tetrahydrofuran). Reagents/catalysts: C(C)Br (ethyl bromide). The solvent is ice water, CCOCC (ether). The product is Cl.FC1=C(C(=O)C2CCN(CC2)C)C=CC=C1 (4-(2-Fluorobenzoyl)-1-methylpiperidine hydrochloride). Isolated yield 42.0%. As a reaction SMILES: [Mg].[CH3:2][N:3]1[CH2:8][CH2:7][CH:6]([Cl:9])[CH2:5][CH2:4]1.[F:10][C:11]1[CH:18]=[CH:17][CH:16]=[CH:15][C:12]=1[C:13]#N.[Cl-].[NH4+].Cl.[O:22]1CCCC1>C(Br)C.CCOCC>[ClH:9].[F:10][C:11]1[CH:18]=[CH:17][CH:16]=[CH:15][C:12]=1[C:13]([CH:6]1[CH2:7][CH2:8][N:3]([CH3:2])[CH2:4][CH2:5]1)=[O:22] |f:3.4,9.10|. Procedure: To a suspension of 7.6 g of magnesium turnings in 25 ml of tetrahydrofuran was added a few drops of ethyl bromide, with stirring under nitrogen. After the reaction began approximately 50.0 g of N-methyl-4-chloropiperidine in 125 ml of tetrahydrofuran was added dropwise at a rate such that moderate reflux was maintained. The reaction mixture was heated under reflux for an additional hour. A solution of 37.2 g of 2-fluorobenzonitrile in 30 ml of tetrahydrofuran was added dropwise. After completion... Starting materials: BrC=1C(=NC=C(N1)Br)NCC(=O)OCC (Ethyl 2-(3,5-dibromopyrazin-2-ylamino)acetate), [OH-].[Na+] (sodium hydroxide), O (water). Run in O1CCCC1 (tetrahydrofuran). Run at time 8 hour. Product: BrC=1C(=NC=C(N1)Br)NCC(=O)[O-].[Na+] (sodium 2-(3,5-dibromopyrazin-2-ylamino)acetate). Reaction SMILES: [Br:1][C:2]1[C:3]([NH:9][CH2:10][C:11]([O:13]CC)=[O:12])=[N:4][CH:5]=[C:6]([Br:8])[N:7]=1.[OH-].[Na+:17].O>O1CCCC1>[Br:1][C:2]1[C:3]([NH:9][CH2:10][C:11]([O-:13])=[O:12])=[N:4][CH:5]=[C:6]([Br:8])[N:7]=1.[Na+:17] |f:1.2,5.6|. Reported procedure: Ethyl 2-(3,5-dibromopyrazin-2-ylamino)acetate (1 equiv), tetrahydrofuran and sodium hydroxide in water (1.1 equiv) were combined and stirred at room temperature overnight. The reaction mixture was filtered and the collected solids were dried to give sodium 2-(3,5-dibromopyrazin-2-ylamino)acetate as an off-white solid. Sodium 2-(3,5-dibromopyrazin-2-ylamino)acetate and ethylamine (3 equiv, 70 wt % solution) were combined in water and the mixture was stirred at 90° C. overnight. The reaction mixtu... Reactants: O=c1ccc(Br)cn1C1CC1, CC(c1ccc(B2OC(C)(C)C(C)(C)O2)cc1)N1CCCC(CC(C)(C)O)(c2ccccc2)NC1=O. The product is CC(c1ccc(-c2ccc(=O)n(C3CC3)c2)cc1)N1CCCC(CC(C)(C)O)(c2ccccc2)NC1=O. Reaction SMILES: [Br:37][c:38]1[cH:39][cH:40][c:41](=[O:47])[n:42]([CH:44]2[CH2:45][CH2:46]2)[cH:43]1.[OH:1][C:2]([CH2:3][C:4]1([c:29]2[cH:30][cH:31][cH:32][cH:33][cH:34]2)[NH:5][C:6](=[O:28])[N:7]([CH:11]([CH3:12])[c:13]2[cH:14][cH:15][c:16]([B:19]3[O:20][C:21]([CH3:22])([CH3:23])[C:24]([CH3:25])([CH3:26])[O:27]3)[cH:17][cH:18]2)[CH2:8][CH2:9][CH2:10]1)([CH3:35])[CH3:36]>>[OH:1][C:2]([CH2:3][C:4]1([c:29]2[cH:30][cH:31][cH:32][cH:33][cH:34]2)[NH:5][C:6](=[O:28])[N:7]([CH:11]([CH3:12])[c:13]2[cH:14][cH:15][c:16](-[c:38]3[cH:39][cH:40][c:41](=[O:47])[n:42]([CH:44]4[CH2:45][CH2:46]4)[cH:43]3)[cH:17][cH:18]2)[CH2:8][CH2:9][CH2:10]1)([CH3:35])[CH3:36].